Dataset: the Open Reaction Database (ORD), a public repository of structured organic reaction records. Task: describe an organic reaction: reactants, conditions, products, and yield The reactants are CC(C)(C)OC(=O)Nc1ccc(NC(=O)Cc2ccc(F)cc2)c([N+](=O)[O-])c1, ClCCl. Yields the product Nc1ccc(NC(=O)Cc2ccc(F)cc2)c([N+](=O)[O-])c1. As a reaction SMILES: [C:1]([O:2][C:3](=[O:4])[NH:7][c:8]1[cH:9][c:10]([N+:25](=[O:26])[O-:27])[c:11]([NH:14][C:15]([CH2:16][c:17]2[cH:18][cH:19][c:20]([F:23])[cH:21][cH:22]2)=[O:24])[cH:12][cH:13]1)([CH3:5])([CH3:6])[CH3:28].[CH2:29]([Cl:30])[Cl:31]>>[NH2:7][c:8]1[cH:9][c:10]([N+:25](=[O:26])[O-:27])[c:11]([NH:14][C:15]([CH2:16][c:17]2[cH:18][cH:19][c:20]([F:23])[cH:21][cH:22]2)=[O:24])[cH:12][cH:13]1. Reactants: CCC(C(=O)O)c1ccc(OC)cc1, O=C(Cl)C(=O)Cl, ClCCl. Product: CCC(C(=O)Cl)c1ccc(OC)cc1. Reaction SMILES: [CH3:7][O:8][c:9]1[cH:10][cH:11][c:12]([CH:15]([C:16](=[O:17])[OH:18])[CH2:19][CH3:20])[cH:13][cH:14]1.[Cl:1][C:2]([C:3]([Cl:4])=[O:5])=[O:6].[Cl:21][CH2:22][Cl:23]>>[Cl:1][C:16]([CH:15]([c:12]1[cH:11][cH:10][c:9]([O:8][CH3:7])[cH:14][cH:13]1)[CH2:19][CH3:20])=[O:17]. The reactants are N1C=NC=2C=NC=CC21 (1H-Imidazo[4,5-c]pyridine), C1(=CC=CC=C1)B(O)O (phenyl boronic acid). Procedure: 1H-Imidazo[4,5-c]pyridine (2.01 g, 0.0169 mol), copper acetate (7.66 g, 42.2 mmol) and phenyl boronic acid (5.14 g, 042.2 mmol) in pyridine (60 mL) were stirred vigorously at 37° C. in a flask open to the atmosphere for 3 days. The mixture was allowed to cool to RT then partitioned between water and DCM (3×50 mL). The combined DCM extracts were washed with water, dried (Na2SO4) and concentrated in vacuo. The residue was purified by chromatography (SiO2 0-6% (2M ammonia in methanol) in DCM) to gi... Product: C1(=CC=CC=C1)N1C=NC=2C=NC=CC21 (1-phenyl-1H-imidazo[4,5-c]pyridine), C1(=CC=CC=C1)N1C=NC2=C1C=NC=C2 (3-phenyl-3H-imidazo[4,5-c]pyridine). As a reaction SMILES: [NH:1]1[C:9]2[CH:8]=[CH:7][N:6]=[CH:5][C:4]=2[N:3]=[CH:2]1.[C:10]1(B(O)O)[CH:15]=[CH:14][CH:13]=[CH:12][CH:11]=1>N1C=CC=CC=1.C([O-])(=O)C.[Cu+2].C([O-])(=O)C>[C:10]1([N:1]2[C:9]3[CH:8]=[CH:7][N:6]=[CH:5][C:4]=3[N:3]=[CH:2]2)[CH:15]=[CH:14][CH:13]=[CH:12][CH:11]=1.[C:10]1([N:3]2[C:4]3[CH:5]=[N:6][CH:7]=[CH:8][C:9]=3[N:1]=[CH:2]2)[CH:15]=[CH:14][CH:13]=[CH:12][CH:11]=1 |f:3.4.5|. The solvent is N1=CC=CC=C1 (pyridine). Reagents/catalysts: C(C)(=O)[O-].[Cu+2].C(C)(=O)[O-] (copper acetate). Starting materials: C(C1=CC=CC=C1)N1CCC(CC1)(C(N(C1=CC=C(C=C1)OC(F)(F)F)C)=O)OC(C)=O (acetic acid 1-benzyl-4-[methyl-(4-trifluoromethoxy-phenyl)-carbamoyl]-piperidin-4-yl ester), [OH-].[K+] (KOH). The solvent is OS(=O)(=O)[O-].[K+] (KHSO4). Reaction conditions: temperature 70 celsius. Product: CN(C(=O)C1(CCN(CC1)CC1=CC=CC=C1)O)C1=CC=C(C=C1)OC(F)(F)F (1-Benzyl-4-hydroxy-piperidine-4-carboxylic acid methyl-(4-trifluoromethoxy-phenyl)-amide). The yield is 59.1%. RXN SMILES: [CH2:1]([N:8]1[CH2:13][CH2:12][C:11]([O:29]C(=O)C)([C:14](=[O:28])[N:15]([CH3:27])[C:16]2[CH:21]=[CH:20][C:19]([O:22][C:23]([F:26])([F:25])[F:24])=[CH:18][CH:17]=2)[CH2:10][CH2:9]1)[C:2]1[CH:7]=[CH:6][CH:5]=[CH:4][CH:3]=1.[OH-].[K+]>OS([O-])(=O)=O.[K+]>[CH3:27][N:15]([C:16]1[CH:17]=[CH:18][C:19]([O:22][C:23]([F:26])([F:24])[F:25])=[CH:20][CH:21]=1)[C:14]([C:11]1([OH:29])[CH2:12][CH2:13][N:8]([CH2:1][C:2]2[CH:3]=[CH:4][CH:5]=[CH:6][CH:7]=2)[CH2:9][CH2:10]1)=[O:28] |f:1.2,3.4|. Procedure details: A mixture of 0.782 g (1.7 mmol) acetic acid 1-benzyl-4-[methyl-(4-trifluoromethoxy-phenyl)-carbamoyl]-piperidin-4-yl ester and excess KOH 5M was heated to 70° C. The mixture was diluted with KHSO4 1N aq. and extracted with ethyl acetate. the combined organic fractions were dried with MgSO4 and evaporated. The residue was purified by preparative HPLC on reversed phase eluting with a gradient formed from acetonitrile, water and HCOOH. The product containing fractions were evaporated to yield 0.41 ... Starting materials: C(C)(C)(C)OC(N([C@H]1[C@@H](C1)C1=CC=C(C=C1)NC(=O)C=1C=NN(C1)C)CC1CC1)=O (tert-Butyl(cyclopropylmethyl)[trans-2-(4-{[(1-methyl-1H-pyrazol-4-yl)carbonyl]amino}phenyl)cyclopropyl]carbamate), Cl.COC1CCCC1 (hydrochloric acid cyclopentyl methyl ether). Run at time 1.5 hour. Yields the product Cl.C1(CC1)CN[C@H]1[C@@H](C1)C1=CC=C(C=C1)NC(=O)C=1C=NN(C1)C (N-(4-{trans-2-[(cyclopropylmethyl)amino]cyclopropyl}phenyl)-1-methyl-1H-pyrazole-4-carboxamide hydrochloride). Reaction SMILES: C(OC(=O)[N:7]([CH2:26][CH:27]1[CH2:29][CH2:28]1)[C@@H:8]1[CH2:10][C@H:9]1[C:11]1[CH:16]=[CH:15][C:14]([NH:17][C:18]([C:20]2[CH:21]=[N:22][N:23]([CH3:25])[CH:24]=2)=[O:19])=[CH:13][CH:12]=1)(C)(C)C.[ClH:31].COC1CCCC1>>[ClH:31].[CH:27]1([CH2:26][NH:7][C@@H:8]2[CH2:10][C@H:9]2[C:11]2[CH:16]=[CH:15][C:14]([NH:17][C:18]([C:20]3[CH:21]=[N:22][N:23]([CH3:25])[CH:24]=3)=[O:19])=[CH:13][CH:12]=2)[CH2:29][CH2:28]1 |f:1.2,3.4|. Procedure details: tert-Butyl(cyclopropylmethyl)[trans-2-(4-{[(1-methyl-1H-pyrazol-4-yl)carbonyl]amino}phenyl)cyclopropyl]carbamate (114.8 mg) was dissolved in 4N hydrochloric acid/cyclopentyl methyl ether solution (1 mL), and the mixture was stirred at room temperature for 1.5 hr. The solvent was evaporated under reduced pressure. The residue was recrystallized from methanol/diisopropyl ether to give the title compound (51.1 mg). Starting materials: CCCCO, CCN(C(C)C)C(C)C, COC(=O)c1cccc2nc(C(C)N)c(-c3ccccc3)n12, N#Cc1c(N)ncnc1Cl. The product is COC(=O)c1cccc2nc(C(C)Nc3ncnc(N)c3C#N)c(-c3ccccc3)n12. As a reaction SMILES: [CH2:42]([OH:43])[CH2:44][CH2:45][CH3:46].[CH:33]([N:34]([CH2:35][CH3:36])[CH:37]([CH3:38])[CH3:39])([CH3:40])[CH3:41].[NH2:1][CH:2]([CH3:3])[c:4]1[n:5][c:6]2[n:7]([c:8]([C:12](=[O:13])[O:14][CH3:15])[cH:9][cH:10][cH:11]2)[c:16]1-[c:17]1[cH:18][cH:19][cH:20][cH:21][cH:22]1.[NH2:23][c:24]1[n:25][cH:26][n:27][c:28]([Cl:32])[c:29]1[C:30]#[N:31]>>[NH:1]([CH:2]([CH3:3])[c:4]1[n:5][c:6]2[n:7]([c:8]([C:12](=[O:13])[O:14][CH3:15])[cH:9][cH:10][cH:11]2)[c:16]1-[c:17]1[cH:18][cH:19][cH:20][cH:21][cH:22]1)[c:28]1[n:27][cH:26][n:25][c:24]([NH2:23])[c:29]1[C:30]#[N:31]. Reactants: C(C1=CC=CC=C1)OCCCC=C (5-Benzoxy-1-pentene), C1CCOC1 (THF), ICl (Iodinemonochloride). Conditions: time 45 minute. Product: C(C1=CC=CC=C1)OCCCCCI (1-Benzoxy-5-iodopentane). Reaction SMILES: [CH2:1]([O:8][CH2:9][CH2:10][CH2:11][CH:12]=[CH2:13])[C:2]1[CH:7]=[CH:6][CH:5]=[CH:4][CH:3]=1.C1COCC1.[I:19]Cl>>[CH2:1]([O:8][CH2:9][CH2:10][CH2:11][CH2:12][CH2:13][I:19])[C:2]1[CH:7]=[CH:6][CH:5]=[CH:4][CH:3]=1. Procedure details: 5-Benzoxy-1-pentene (30 mmol, 5.7 g) was hydroborated with BH3 -THF (10 mmol) at 0° C. for 1 hr. Iodinemonochloride (20 mmol, 1.0 ml) was added at room temperature; after 45 min,the product was isolated via chromatography (alumina): yield 5.63 g (88% based on ICl); bp 125° C./0.25 torr; m/e 318.1 (Calcd 318.2); IR (neat) 1705(C=O), 1205(C-I)cm-1 ; NMR (neat) δ 1.7 (broad envelope, 6, alkyl), 3.0 (t, 2, --CH2I), 4.2 (t, 2, --CH2O--),7.6 (m, 5, ArH). Reactants: S(C)(O)(=O)=O, c1c(nn2c1c(nc(c2)c1cnn(c1)C)O)C(=O)O. The reagents and catalysts are c1ccc(cc1)-c2c3ccccc3cc4ccccc24 (9-Phenylanthracene). The solvent is O (Water). Conditions: temperature 150 celsius, time 18 hour. Yields the product Cn1cc(cn1)c2cn3nccc3c(O)n2. Reaction SMILES: [CH3:1][n:2]1[n:6][cH:5][c:4]([c:7]2[n:16][c:14]([OH:15])[c:13]([n:9]3[cH:8]2)[cH:12][c:11](C(O)=O)[n:10]3)[cH:3]1>>[CH3:1][n:2]1[n:6][cH:5][c:4]([c:7]2[n:16][c:14]([OH:15])[c:13]([n:9]3[cH:8]2)[cH:12][cH:11][n:10]3)[cH:3]1. Starting materials: Cl (HCl), C(=O)([O-])[O-].[Na+].[Na+] (Na2CO3), C(=O)(O)C1=CC=CC=2SC(=CC21)B(O)O ((4-carboxybenzo[b]thiophen-2-yl)boronic acid), ClC1=NC=C(C(=N1)Cl)F (2,4-dichloro-5-fluoropyrimidine). Reagents/catalysts: Cl[Pd]([P](C1=CC=CC=C1)(C2=CC=CC=C2)C3=CC=CC=C3)([P](C4=CC=CC=C4)(C5=CC=CC=C5)C6=CC=CC=C6)Cl (dichlorobis(triphenylphosphine)palladium(II)). Run in COCCOC (ethyleneglycol dimethyl ether). Reaction conditions: temperature 100 celsius. Yields the product ClC1=NC=C(C(=N1)C1=CC2=C(S1)C=CC=C2C(=O)O)F (2-(2-chloro-5-fluoropyrimidin-4-yl)-benzo[b]thiophene-4-carboxylic acid). The yield is 53.1%. RXN SMILES: C([O-])([O-])=O.[Na+].[Na+].[C:7]([C:10]1[C:18]2[CH:17]=[C:16](B(O)O)[S:15][C:14]=2[CH:13]=[CH:12][CH:11]=1)([OH:9])=[O:8].[Cl:22][C:23]1[N:28]=[C:27](Cl)[C:26]([F:30])=[CH:25][N:24]=1.Cl>COCCOC.Cl[Pd](Cl)([P](C1C=CC=CC=1)(C1C=CC=CC=1)C1C=CC=CC=1)[P](C1C=CC=CC=1)(C1C=CC=CC=1)C1C=CC=CC=1>[Cl:22][C:23]1[N:28]=[C:27]([C:16]2[S:15][C:14]3[CH:13]=[CH:12][CH:11]=[C:10]([C:7]([OH:9])=[O:8])[C:18]=3[CH:17]=2)[C:26]([F:30])=[CH:25][N:24]=1 |f:0.1.2,^1:40,59|. Procedure: An aqueous 2N Na2CO3 solution (36 mL) is added dropwise to a stirred solution of (4-carboxybenzo[b]thiophen-2-yl)boronic acid (3.63 g, 18.8 mmol) and 2,4-dichloro-5-fluoropyrimidine (3.00 g, 18.0 mmol) in ethyleneglycol dimethyl ether (50 mL) at room temperature under nitrogen atmosphere. Upon the completion of addition, dichlorobis(triphenylphosphine)palladium(II) (0.22 g, 3% mol) is added in one portion, then the reaction mixture is heated at 100° C. overnight. The mixture is cooled to 10° C.,... Starting materials: [Br-], CC#C[Mg+], C1CCOC1, [Cl-], [NH4+], CC(C)(C)OC(=O)N1CCN(C(=O)OCc2ccccc2)CC1=O. Product: CC#CC(=O)CN(CCNC(=O)OC(C)(C)C)C(=O)OCc1ccccc1. RXN SMILES: [Br-:25].[C:26](#[C:27][CH3:28])[Mg+:29].[CH2:32]1[O:33][CH2:34][CH2:35][CH2:36]1.[Cl-:30].[NH4+:31].[O:1]=[C:2]1[N:3]([C:18](=[O:19])[O:20][C:21]([CH3:22])([CH3:23])[CH3:24])[CH2:4][CH2:5][N:6]([C:8](=[O:9])[O:10][CH2:11][c:12]2[cH:13][cH:14][cH:15][cH:16][cH:17]2)[CH2:7]1>>[O:1]=[C:2]([CH2:7][N:6]([CH2:5][CH2:4][NH:3][C:18](=[O:19])[O:20][C:21]([CH3:22])([CH3:23])[CH3:24])[C:8](=[O:9])[O:10][CH2:11][c:12]1[cH:13][cH:14][cH:15][cH:16][cH:17]1)[C:26]#[C:27][CH3:28].